From a dataset of the Open Reaction Database (ORD), a public repository of structured organic reaction records. describe an organic reaction: reactants, conditions, products, and yield Reactants: O1C(=CC2=C1C=CC=C2)C2=NC=C(C=C2)Br (2-(benzofuran-2-yl)-5-bromopyridine), C1(=CC=CC2=CC=CC=C12)B(O)O (1-naphthylboronic acid), BrC1=NC=C(C=C1)Br (2,5-dibromopyridine), O1C(=CC2=C1C=CC=C2)B(O)O (2-benzofuranboronic acid). Product: O1C(=CC2=C1C=CC=C2)C2=NC=C(C=C2)C2=CC=CC1=CC=CC=C21 (2-(benzofuran-2-yl)-5-(naphthalene-1-yl)pyridine). Reaction SMILES: [O:1]1[C:5]2[CH:6]=[CH:7][CH:8]=[CH:9][C:4]=2[CH:3]=[C:2]1[C:10]1[CH:15]=[CH:14][C:13](Br)=[CH:12][N:11]=1.BrC1C=CC(Br)=CN=1.O1C2C=CC=CC=2C=C1B(O)O.[C:37]1(B(O)O)[C:46]2[C:41](=[CH:42][CH:43]=[CH:44][CH:45]=2)[CH:40]=[CH:39][CH:38]=1>>[O:1]1[C:5]2[CH:6]=[CH:7][CH:8]=[CH:9][C:4]=2[CH:3]=[C:2]1[C:10]1[CH:15]=[CH:14][C:13]([C:45]2[C:46]3[C:41](=[CH:40][CH:39]=[CH:38][CH:37]=3)[CH:42]=[CH:43][CH:44]=2)=[CH:12][N:11]=1. Procedure details: It is easy to synthesis the following compound in the same manner as in Example 1 except that 2-(benzofuran-2-yl)-5-bromopyridine was synthesized from 2,5-dibromopyridine (made by Tokyo Kasei Kogyo K.K.) and 2-benzofuranboronic acid (made by Aldrich Co.) and is reacted with 1-naphthylboronic acid (made by Tokyo Kasei Kogyo) to obtain 2-(benzofuran-2-yl)-5-(naphthalene-1-yl)pyridine, which is used instead of 2-(5-trifluoromethylpyridine-2-yl)benzofuran. Reactants: C(C=C)OC(=O)N1C[C@@H](C[C@H]1CC=1N=CN2C1SC=C2)O ((3R,5R)-1-allyloxycarbonyl-3-hydroxy-5-(imidazo[5,1-b]thiazol-7-yl)methylpyrrolidine), C(C1=CC=CC=C1)(=S)O (thiobenzoic acid), C1(=CC=CC=C1)P(C1=CC=CC=C1)C1=CC=CC=C1 (Triphenylphosphine), N(=NC(=O)OCC)C(=O)OCC (diethyl azodicarboxylate), C(O)([O-])=O.[Na+] (sodium hydrogencarbonate). Reported procedure: A solution of 134 mg of (3R,5R)-1-allyloxycarbonyl-3-hydroxy-5-(imidazo[5,1-b]thiazol-7-yl)methylpyrrolidine in 8 ml of THF is ice-cooled. Triphenylphosphine (228 mg) and 0.139 ml of diethyl azodicarboxylate are added in an argon atmosphere. The mixture is stirred at that temperature for 1.5 hr, 0.104 ml of thiobenzoic acid is added thereto, and the mixture is stirred at that temperature for 20 min and then at room temperature for 3 hr. The reaction solution is diluted with 30 ml of ethyl acetat... Yields the product C(C=C)OC(=O)N1C[C@H](C[C@H]1CC=1N=CN2C1SC=C2)SC(C2=CC=CC=C2)=O ((3S,5R)-1-Allyloxycarbonyl-3-benzoylthio-5-(imidazo[5,1-b]thiazol-7-yl)methylpyrrolidine). Solvent: C(C)(=O)OCC (ethyl acetate), C1CCOC1 (THF). Reaction conditions: time 1.5 hour. As a reaction SMILES: [CH2:1]([O:4][C:5]([N:7]1[C@H:11]([CH2:12][C:13]2[N:14]=[CH:15][N:16]3[CH:20]=[CH:19][S:18][C:17]=23)[CH2:10][C@@H:9](O)[CH2:8]1)=[O:6])[CH:2]=[CH2:3].C1(P(C2C=CC=CC=2)C2C=CC=CC=2)C=CC=CC=1.N(C(OCC)=O)=NC(OCC)=O.[C:53]([OH:61])(=[S:60])[C:54]1[CH:59]=[CH:58][CH:57]=[CH:56][CH:55]=1.C(=O)([O-])O.[Na+]>C1COCC1.C(OCC)(=O)C>[CH2:1]([O:4][C:5]([N:7]1[C@H:11]([CH2:12][C:13]2[N:14]=[CH:15][N:16]3[CH:20]=[CH:19][S:18][C:17]=23)[CH2:10][C@H:9]([S:60][C:53](=[O:61])[C:54]2[CH:59]=[CH:58][CH:57]=[CH:56][CH:55]=2)[CH2:8]1)=[O:6])[CH:2]=[CH2:3] |f:4.5|. The reactants are C(C)OC([C@@H](NC(=O)OC(C)(C)C)CC1=CC=C(C=C1)O)=O (Boc-L-tyrosine ethyl ester), C([O-])([O-])=O.[K+].[K+] (potassium carbonate), BrCC#CC (1-bromo-2-butyne), [Cl-].[NH4+] (ammonium chloride), C(=O)=O (carbon dioxide). The solvent is CN(C)C=O (DMF). Run at time 21 hour. Product: C(C)(C)(C)OC(=O)N[C@H](C(=O)OCC)CC1=CC=C(C=C1)OCC#CC (ethyl (S)-2-tert-butoxycarbonylamino-3-(4-but-2-ynyloxy-phenyl)-propionate). Yield: 96.2%. RXN SMILES: [CH2:1]([O:3][C:4](=[O:22])[C@H:5]([CH2:14][C:15]1[CH:20]=[CH:19][C:18]([OH:21])=[CH:17][CH:16]=1)[NH:6][C:7]([O:9][C:10]([CH3:13])([CH3:12])[CH3:11])=[O:8])[CH3:2].C(=O)([O-])[O-].[K+].[K+].Br[CH2:30][C:31]#[C:32][CH3:33].[Cl-].[NH4+].C(=O)=O>CN(C=O)C>[C:10]([O:9][C:7]([NH:6][C@@H:5]([CH2:14][C:15]1[CH:20]=[CH:19][C:18]([O:21][CH2:30][C:31]#[C:32][CH3:33])=[CH:17][CH:16]=1)[C:4]([O:3][CH2:1][CH3:2])=[O:22])=[O:8])([CH3:13])([CH3:11])[CH3:12] |f:1.2.3,5.6|. Procedure: In dehydrated DMF (5.0 mL) was dissolved 1.35 g (4.23 mmol) of Boc-L-tyrosine ethyl ester (AK Scientific, Inc catalogue No 71054), and anhydrous potassium carbonate (0.7 g, 5.08 mmol) and 1-bromo-2-butyne (0.619 g, 4.65 mmol) were added at room temperature. The mixture was stirred under argon atmosphere for 21 hours. Subsequently, a saturated aqueous solution of ammonium chloride was added to the reaction solution until generation of carbon dioxide gas stopped. This reaction solution was extract... Reactants: CC(CN1C(=NC=2C=NC=3C=CC=CC3C21)C)(CC2(OCCO2)C)C (1-[2,2-dimethyl-3-(2-methyl-[1,3]dioxolan-2-yl)propyl]-2-methyl-1H-imidazo[4,5-c]quinoline), C1=CC(=CC(=C1)Cl)C(=O)OO (m-CPBA). The product is CC(CN1C(=NC=2C=[N+](C=3C=CC=CC3C21)[O-])C)(CC2(OCCO2)C)C (1-[2,2-dimethyl-3-(2-methyl-[1,3]dioxolan-2-yl)propyl]-2-methyl-5-oxido-1H-imidazo[4,5-c]quinoline). As a reaction SMILES: [CH3:1][C:2]([CH3:25])([CH2:18][C:19]1([CH3:24])[O:23][CH2:22][CH2:21][O:20]1)[CH2:3][N:4]1[C:16]2[C:15]3[CH:14]=[CH:13][CH:12]=[CH:11][C:10]=3[N:9]=[CH:8][C:7]=2[N:6]=[C:5]1[CH3:17].C1C=C(Cl)C=C(C(OO)=[O:34])C=1>>[CH3:1][C:2]([CH3:25])([CH2:18][C:19]1([CH3:24])[O:23][CH2:22][CH2:21][O:20]1)[CH2:3][N:4]1[C:16]2[C:15]3[CH:14]=[CH:13][CH:12]=[CH:11][C:10]=3[N+:9]([O-:34])=[CH:8][C:7]=2[N:6]=[C:5]1[CH3:17]. Reported procedure: The general method described in Steps 9 and 10 of Example 1 was used to aminate 1-[2,2-dimethyl-3-(2-methyl-[1,3]dioxolan-2-yl)propyl]-2-methyl-1H-imidazo[4,5-c]quinoline (5.80 g, 17.1 mmol) by reaction with m-CPBA (7.5 g) to provide 1-[2,2-dimethyl-3-(2-methyl-[1,3]dioxolan-2-yl)propyl]-2-methyl-5-oxido-1H-imidazo[4,5-c]quinoline followed by reaction with p-toluenesulfonyl chloride (5.7 g, 30 mmol) and ammonium hydroxide solution (150 mL) to provide 1-[2,2-dimethyl-3-(2-methyl-[1,3]dioxolan-2-y... Reactants: [Br-], C1CCOC1, C[Si](C)(C)CCOCN(COCC[Si](C)(C)C)c1cc(C=O)nc2c(-c3cnc4ccc(F)cc4c3)cnn12, C[Mg+], O. Yields the product CC(O)c1cc(N(COCC[Si](C)(C)C)COCC[Si](C)(C)C)n2ncc(-c3cnc4ccc(F)cc4c3)c2n1. Reaction SMILES: [Br-:45].[CH2:40]1[O:41][CH2:42][CH2:43][CH2:44]1.[CH3:1][Si:2]([CH2:3][CH2:4][O:5][CH2:6][N:7]([c:8]1[cH:9][c:10]([CH:28]=[O:29])[n:11][c:12]2[n:13]1[n:14][cH:15][c:16]2-[c:17]1[cH:18][n:19][c:20]2[cH:21][cH:22][c:23]([F:27])[cH:24][c:25]2[cH:26]1)[CH2:30][O:31][CH2:32][CH2:33][Si:34]([CH3:35])([CH3:36])[CH3:37])([CH3:38])[CH3:39].[CH3:46][Mg+:47].[OH2:48]>>[CH3:1][Si:2]([CH2:3][CH2:4][O:5][CH2:6][N:7]([c:8]1[cH:9][c:10]([CH:28]([OH:29])[CH3:40])[n:11][c:12]2[n:13]1[n:14][cH:15][c:16]2-[c:17]1[cH:18][n:19][c:20]2[cH:21][cH:22][c:23]([F:27])[cH:24][c:25]2[cH:26]1)[CH2:30][O:31][CH2:32][CH2:33][Si:34]([CH3:35])([CH3:36])[CH3:37])([CH3:38])[CH3:39]. Starting materials: [OH-].[Na+] (NaOH), [Na].COC(=N)C1=NC=CC(=C1)C1=NC(=C(C(=N1)NS(=O)(=O)C1=NC=C(C=C1)C(=C)C)OC1=C(C=CC=C1)OC)OC (4-[4-(5-isopropenyl-pyridine-2-sulfonylamino)-6-methoxy-5-(2-methoxy-phenoxy)-pyrimidin-2-yl]-pyridine-2-carboximidic acid methyl ester sodium salt), product, [OH-].[Na+] (NaOH). Solvent: CO (MeOH). Reaction conditions: time 26 hour. Yields the product C(=C)(C)C=1C=CC(=NC1)S(=O)(=O)NC1=NC(=NC(=C1OC1=C(C=CC=C1)OC)OC)C1=CC(=NC=C1)C(=O)O (4-[4-(5-isopropenyl-pyridine-2-sulfonylamino)-6-methoxy-5-(2-methoxy-phenoxy)-pyrimidin-2-yl]-pyridine-2-carboxylic acid). As a reaction SMILES: [Na].C[O:3][C:4]([C:6]1[CH:11]=[C:10]([C:12]2[N:17]=[C:16]([NH:18][S:19]([C:22]3[CH:27]=[CH:26][C:25]([C:28]([CH3:30])=[CH2:29])=[CH:24][N:23]=3)(=[O:21])=[O:20])[C:15]([O:31][C:32]3[CH:37]=[CH:36][CH:35]=[CH:34][C:33]=3[O:38][CH3:39])=[C:14]([O:40][CH3:41])[N:13]=2)[CH:9]=[CH:8][N:7]=1)=N.[OH-:42].[Na+]>CO>[C:28]([C:25]1[CH:26]=[CH:27][C:22]([S:19]([NH:18][C:16]2[C:15]([O:31][C:32]3[CH:37]=[CH:36][CH:35]=[CH:34][C:33]=3[O:38][CH3:39])=[C:14]([O:40][CH3:41])[N:13]=[C:12]([C:10]3[CH:9]=[CH:8][N:7]=[C:6]([C:4]([OH:42])=[O:3])[CH:11]=3)[N:17]=2)(=[O:20])=[O:21])=[N:23][CH:24]=1)([CH3:30])=[CH2:29] |f:0.1,2.3,^1:0|. Procedure details: 0.1 g of 4-[4-(5-isopropenyl-pyridine-2-sulfonylamino)-6-methoxy-5-(2-methoxy-phenoxy)-pyrimidin-2-yl]-pyridine-2-carboximidic acid methyl ester sodium salt, product of example 66 b), in MeOH (10 ml) were treated at RT with 1.8 ml 1N NaOH and the solution was stirred for 26 h at RT. After this time further 1.8 ml 1N NaOH were added and stirring was continued for further 20 h until the reaction was complete according to HPLC analysis. The solution was concentrated then poured into diluted aqueous... Reactants: BrCc1ccccc1, CCOC(=O)c1oc2ccncc2c1O, [K+], [K+], O=C([O-])[O-], CN(C)C=O, O. Yields the product CCOC(=O)c1oc2ccncc2c1OCc1ccccc1. Reaction SMILES: [CH2:22]([c:23]1[cH:24][cH:25][cH:26][cH:27][cH:28]1)[Br:29].[CH2:7]([CH3:8])[O:9][C:10](=[O:11])[c:12]1[c:13]([OH:21])[c:14]2[cH:15][n:16][cH:17][cH:18][c:19]2[o:20]1.[K+:1].[K+:2].[O-:3][C:4]([O-:5])=[O:6].[O:31]=[CH:32][N:33]([CH3:34])[CH3:35].[OH2:30]>>[CH2:7]([CH3:8])[O:9][C:10](=[O:11])[c:12]1[c:13]([O:21][CH2:22][c:23]2[cH:24][cH:25][cH:26][cH:27][cH:28]2)[c:14]2[cH:15][n:16][cH:17][cH:18][c:19]2[o:20]1. Starting materials: C12C(C3CC(CC(C1)C3)C2)NC(=O)N2CCC3(CC2)CNC2=CC=CC=C23 (N-(2-adamantyl)spiro[indoline-3,4′-piperidine]-1′-carboxamide), CCN(C(C)C)C(C)C (DIEA), C(C)(=O)Cl (acetyl chloride). Run in C(Cl)Cl (CH2Cl2), C(Cl)Cl (CH2Cl2). Conditions: time 8 hour. Yields the product C(C)(=O)N1CC2(CCN(CC2)C(=O)NC2C3CC4CC(CC2C4)C3)C3=CC=CC=C13 (1-acetyl-N-(2-adamantyl)spiro[indoline-3,4′-piperidine]-1′-carboxamide). The yield is 11.8%. RXN SMILES: [CH:1]12[CH2:10][CH:5]3[CH2:6][CH:7]([CH2:9][CH:3]([CH2:4]3)[CH:2]1[NH:11][C:12]([N:14]1[CH2:19][CH2:18][C:17]3([C:27]4[C:22](=[CH:23][CH:24]=[CH:25][CH:26]=4)[NH:21][CH2:20]3)[CH2:16][CH2:15]1)=[O:13])[CH2:8]2.CCN(C(C)C)C(C)C.[C:37](Cl)(=[O:39])[CH3:38]>C(Cl)Cl>[C:37]([N:21]1[C:22]2[C:27](=[CH:26][CH:25]=[CH:24][CH:23]=2)[C:17]2([CH2:16][CH2:15][N:14]([C:12]([NH:11][CH:2]3[CH:3]4[CH2:9][CH:7]5[CH2:6][CH:5]([CH2:10][CH:1]3[CH2:8]5)[CH2:4]4)=[O:13])[CH2:19][CH2:18]2)[CH2:20]1)(=[O:39])[CH3:38]. Procedure details: To a solution N-(2-adamantyl)spiro[indoline-3,4′-piperidine]-1′-carboxamide (50 mg, 0.108 mmol) and DIEA (27.86 g, 0.22 mmol) in dry CH2Cl2 (2-mL) at 0° C. under nitrogen was added dropwise a solution of acetyl chloride (9.28 mg, 0.12 mmol) in CH2Cl2 (0.5 mL). The mixture was stirred overnight at rt and evaporated to give a residue, which was purified by preparative HPLC to provide a white solid 1-acetyl-N-(2-adamantyl)spiro[indoline-3,4′-piperidine]-1′-carboxamide (5.2 mg, 12%). 1H NMR (400 MHz... Starting materials: C1(CCCC1)CC(=O)O (cyclopentylacetic acid), Cl.N[C@@H](C)C(=O)NC1C(N(C2=C(N(C1=O)CC(C)C)C=CC=C2)CC(C)C)=O (3-(L-alaninyl)amino-2,4-dioxo-1,5-bis-(2-methylpropyl)-2,3,4,5-tetrahydro-1H-1,5-benzodiazepine hydrochloride). Product: C1(CCCC1)CC(=O)N[C@@H](C)C(=O)NC1C(N(C2=C(N(C1=O)CC(C)C)C=CC=C2)CC(C)C)=O (3-[N′-(Cyclopentylacetyl)-L-alaninyl]amino-2,4-dioxo-1,5-bis-(2-methylpropyl)-2,3,4,5-tetrahydro-1H-1,5-benzodiazepine). Reaction SMILES: [CH:1]1([CH2:6][C:7]([OH:9])=O)[CH2:5][CH2:4][CH2:3][CH2:2]1.Cl.[NH2:11][C@H:12]([C:14]([NH:16][CH:17]1[C:23](=[O:24])[N:22]([CH2:25][CH:26]([CH3:28])[CH3:27])[C:21]2[CH:29]=[CH:30][CH:31]=[CH:32][C:20]=2[N:19]([CH2:33][CH:34]([CH3:36])[CH3:35])[C:18]1=[O:37])=[O:15])[CH3:13]>>[CH:1]1([CH2:6][C:7]([NH:11][C@H:12]([C:14]([NH:16][CH:17]2[C:18](=[O:37])[N:19]([CH2:33][CH:34]([CH3:35])[CH3:36])[C:20]3[CH:32]=[CH:31][CH:30]=[CH:29][C:21]=3[N:22]([CH2:25][CH:26]([CH3:28])[CH3:27])[C:23]2=[O:24])=[O:15])[CH3:13])=[O:9])[CH2:2][CH2:3][CH2:4][CH2:5]1 |f:1.2|. Procedure: Following General Procedure I above using cyclopentylacetic acid (Aldrich) and 3-(L-alaninyl)amino-2,4-dioxo-1,5-bis-(2-methylpropyl)-2,3,4,5-tetrahydro-1H-1,5-benzodiazepine hydrochloride (Example 8-S), the title compound was prepared as an amorphous white solid. Purification was by flash chromatography eluting with CH2Cl2/EtOAc (1:1). Rf=0.31 (CH2Cl2/EtOAc, 1:1).